This data is from the Open Reaction Database (ORD), a public repository of structured organic reaction records. The task is: describe an organic reaction: reactants, conditions, products, and yield Reactants: C(=O)(OC(C)(C)C)N1CC(NCC1)=O (1-Boc-3-oxopiperazine), [H-].[Na+] (NaH), BrC1=NC=CC=N1 (2-bromopyrimidine), O (H2O). Procedure: To 1-Boc-3-oxopiperazine 3a (390 mg, 1.95 mmol) in DMF (5 mL) at 0° C. was added NaH (60% in oil, 97 mg, 2.44 mmol). The reaction was stirred at 0° C. for 25 min before a solution of 2-bromopyrimidine 1i (465 mg, 2.92 mmol) in DMF (2 mL) was added. The reaction was slowly warmed up to room temperature overnight. To the reaction mixture was added H2O, and the resulting mixture was extracted with EtOAc. The organic solution was washed with aq. NaCl, dried over Na2SO4 and concentrated. Purification... The product is C(C)(C)(C)OC(=O)N1CC(N(CC1)C1=NC=CC=N1)=O (3-Oxo-4-pyrimidin-2-yl-piperazine-1-carboxylic acid tert-butyl ester). Reaction SMILES: [C:1]([N:8]1[CH2:13][CH2:12][NH:11][C:10](=[O:14])[CH2:9]1)([O:3][C:4]([CH3:7])([CH3:6])[CH3:5])=[O:2].[H-].[Na+].Br[C:18]1[N:23]=[CH:22][CH:21]=[CH:20][N:19]=1.O>CN(C=O)C>[C:4]([O:3][C:1]([N:8]1[CH2:13][CH2:12][N:11]([C:18]2[N:23]=[CH:22][CH:21]=[CH:20][N:19]=2)[C:10](=[O:14])[CH2:9]1)=[O:2])([CH3:7])([CH3:6])[CH3:5] |f:1.2|. The yield is 22.1%. The solvent is CN(C)C=O (DMF), CN(C)C=O (DMF). The reactants are CC(C)(O)Cn1cc(B2OC(C)(C)C(C)(C)O2)cn1, CS(C)=O, CC(C)(O)Cn1cc(-c2ccc3c(c2)OCCc2sc(N4C(=O)OCC4(C)C)nc2-3)cn1. Yields the product CC(C)(O)Cn1cc(-c2ccc3c(c2)OCCc2sc(NC(C)(C)CO)nc2-3)cn1. As a reaction SMILES: [CH3:33][C:34]([OH:35])([CH3:36])[CH2:37][n:38]1[cH:39][c:40]([B:41]2[O:42][C:43]([CH3:44])([CH3:45])[C:46]([CH3:47])([CH3:48])[O:49]2)[cH:50][n:51]1.[CH3:52][S:53]([CH3:54])=[O:55].[OH:1][C:2]([CH2:3][n:4]1[n:5][cH:6][c:7](-[c:9]2[cH:10][c:11]3[c:12]([cH:29][cH:30]2)-[c:13]2[n:14][c:15]([N:21]4[C:22](=[O:28])[O:23][CH2:24][C:25]4([CH3:26])[CH3:27])[s:16][c:17]2[CH2:18][CH2:19][O:20]3)[cH:8]1)([CH3:31])[CH3:32]>>[OH:1][C:2]([CH2:3][n:4]1[n:5][cH:6][c:7](-[c:9]2[cH:10][c:11]3[c:12]([cH:29][cH:30]2)-[c:13]2[n:14][c:15]([NH:21][C:25]([CH2:24][OH:23])([CH3:26])[CH3:27])[s:16][c:17]2[CH2:18][CH2:19][O:20]3)[cH:8]1)([CH3:31])[CH3:32]. Product: Nc1ccc(Cc2ccnc(Cl)c2)cc1. Reaction SMILES: [CH2:37]([CH:38]([c:39]1[cH:40][cH:41][c:42]([N+:43]([O-:44])=[O:45])[cH:46][cH:47]1)[C:48]([O-:49])=[O:50])[CH3:51].[Cl:52][c:53]1[cH:54][c:55]([N+:56]([O-:57])=[O:58])[cH:59][cH:60][n:61]1.[F:19][C:20]([c:21]1[n:22][cH:23][cH:24][c:25]([CH2:27][c:28]2[cH:29][cH:30][c:31]([NH2:34])[cH:32][cH:33]2)[cH:26]1)([F:35])[F:36].[F:1][C:2]([F:3])([F:4])[c:5]1[c:6]([CH2:7][c:8]2[cH:9][cH:10][c:11]([NH2:12])[cH:13][cH:14]2)[cH:15][cH:16][cH:17][n:18]1>>[c:21]1([Cl:52])[n:22][cH:23][cH:24][c:25]([CH2:27][c:28]2[cH:29][cH:30][c:31]([NH2:34])[cH:32][cH:33]2)[cH:26]1. Reactants: CCC(C(=O)[O-])c1ccc([N+](=O)[O-])cc1, O=[N+]([O-])c1ccnc(Cl)c1, Nc1ccc(Cc2ccnc(C(F)(F)F)c2)cc1, Nc1ccc(Cc2cccnc2C(F)(F)F)cc1. Starting materials: C1=C(C=CC2=CC=CC=C12)C(=O)O (2-naphthalenecarboxylic acid), Cl.CN(CCCN=C=NCC)C (1-(3-(dimethylamino)propyl)-3-ethylcarbodiimide hydrochloride), resultant solution, N(=[N+]=[N-])CCCN1C(COC2=C1C=CC=C2OC2OCCCC2)=O (4-(3-azidopropyl)-3-oxo-8-(tetrahydropyran-2-yloxy)-3,4-dihydro-2H-1,4-benzoxazine). The reagents and catalysts are [C].[Pd] (palladium carbon). The solvent is C(C)(=O)OCC (ethyl acetate), CN(C)C=O (DMF), C(C)O (ethanol), C(C)O (ethanol). Conditions: time 22 hour. The product is C1=C(C=CC2=CC=CC=C12)C(=O)NCCCN1C(COC2=C1C=CC=C2OC2OCCCC2)=O (4-(3-(2-naphthoylamino)propyl)-3-oxo-8-(tetrahydropyrane-2-yloxy)-3,4-dihydro-2H-1,4-benzoxazine). Yield: 51.7%. Reaction SMILES: [N:1]([CH2:4][CH2:5][CH2:6][N:7]1[C:12]2[CH:13]=[CH:14][CH:15]=[C:16]([O:17][CH:18]3[CH2:23][CH2:22][CH2:21][CH2:20][O:19]3)[C:11]=2[O:10][CH2:9][C:8]1=[O:24])=[N+]=[N-].[CH:25]1[C:34]2[C:29](=[CH:30][CH:31]=[CH:32][CH:33]=2)[CH:28]=[CH:27][C:26]=1[C:35](O)=[O:36].Cl.CN(C)CCCN=C=NCC>C(O)C.CN(C=O)C.C(OCC)(=O)C.[C].[Pd]>[CH:25]1[C:34]2[C:29](=[CH:30][CH:31]=[CH:32][CH:33]=2)[CH:28]=[CH:27][C:26]=1[C:35]([NH:1][CH2:4][CH2:5][CH2:6][N:7]1[C:12]2[CH:13]=[CH:14][CH:15]=[C:16]([O:17][CH:18]3[CH2:23][CH2:22][CH2:21][CH2:20][O:19]3)[C:11]=2[O:10][CH2:9][C:8]1=[O:24])=[O:36] |f:2.3,7.8|. Procedure details: A solution of 4-(3-azidopropyl)-3-oxo-8-(tetrahydropyran-2-yloxy)-3,4-dihydro-2H-1,4-benzoxazine (1.0 g) in ethanol (10 ml) was added to a suspension of 10% palladium carbon (containing 50% water) (100 mg) in ethanol (20 ml), and the mixture was stirred at room temperature for 22 hours under a hydrogen atmosphere. The reaction solution was filtered with Celite, and the solvent was distilled off under reduced pressure to obtain a crude amine. The thus-obtained crude amine was dissolved in DMF (10... Reactants: S(O)(O)(=O)=O (sulphuric acid), Cl (hydrochloric acid), [OH-].[Na+] (sodium hydroxide), N12CCCN=CC2CCCC1 (1,5-diazabicyclo(5,4,0)undec-5-ene), FC1=CC=C(C=C1)C=CC(C(C)C)=O (1-(4-fluorophenyl)-4-methyl-pent-1-en-3-one), [N+](=O)([O-])CC (nitroethane). The solvent is O (water), O (water), O (water), C(C)#N (acetonitrile), C(C)#N (acetonitrile). Run at time 3 hour. Product: FC1=CC=C(C=C1)C(C(=O)C)CC(C(C)C)=O (2-(4-Fluorophenyl)-1,5-dimethyl-hexane-1,4-dione). Reaction SMILES: N12[CH2:11][CH2:10]CCC1C=NCCC2.[F:12][C:13]1[CH:18]=[CH:17][C:16]([CH:19]=[CH:20][C:21](=[O:25])[CH:22]([CH3:24])[CH3:23])=[CH:15][CH:14]=1.[N+](CC)([O-])=[O:27].Cl.[OH-].[Na+].S(=O)(=O)(O)O>C(#N)C.O>[F:12][C:13]1[CH:14]=[CH:15][C:16]([CH:19]([CH2:20][C:21](=[O:25])[CH:22]([CH3:23])[CH3:24])[C:10]([CH3:11])=[O:27])=[CH:17][CH:18]=1 |f:4.5|. Procedure: A solution of 7.9 g (0.05 mol) of 1,5-diazabicyclo(5,4,0)undec-5-ene in 50 ml of acetonitrile is added dropwise at 0° C. to a solution of 19.2 g (0.1 mol) of 1-(4-fluorophenyl)-4-methyl-pent-1-en-3-one and 8.6 ml (0.12 mol) of nitroethane in 100 ml of acetonitrile. The mixture is then stirred at room temperature for 3 hours and 100 ml of 0.5 N hydrochloric acid are added. After extraction with methylene chloride, the organic phase is dried using sodium sulphate and concentrated. The oily residue... The reactants are [I-].CC=1C=C(C=CC1[N+](=O)[O-])C=1C=[N+](C=CC1)CCC (3-(3-methyl-4-nitrophenyl)-1-propylpyridinium iodide), [BH4-].[Na+] (NaBH4). Solvent: CO (MeOH). Reaction conditions: temperature -10 celsius, time 10 minute. Yields the product CC=1C=C(C=CC1[N+](=O)[O-])C1=CCCN(C1)CCC (5-(3-methyl-4-nitrophenyl)-1-propyl-1,2,3,6-tetrahydropyridine). The yield is 84.6%. RXN SMILES: [I-].[CH3:2][C:3]1[CH:4]=[C:5]([C:12]2[CH:13]=[N+:14]([CH2:18][CH2:19][CH3:20])[CH:15]=[CH:16][CH:17]=2)[CH:6]=[CH:7][C:8]=1[N+:9]([O-:11])=[O:10].[BH4-].[Na+]>CO>[CH3:2][C:3]1[CH:4]=[C:5]([C:12]2[CH2:13][N:14]([CH2:18][CH2:19][CH3:20])[CH2:15][CH2:16][CH:17]=2)[CH:6]=[CH:7][C:8]=1[N+:9]([O-:11])=[O:10] |f:0.1,2.3|. Reported procedure: To MeOH (200 mL) was added 3-(3-methyl-4-nitrophenyl)-1-propylpyridinium iodide (9.4 g, 22.7 mmol). The solution was stirred at −10° C. for 10 min followed by the slow portionwise addition of solid NaBH4 (2.8 g, 68.1 mmol, Aldrich) over 5 min. The reaction was kept stirring at −10° C. for 1 h. The mixture was concentrated and diluted with Ethyl acetate (200 mL) before the addition of sat. NaHCO3 aq (150 mL). The organic phase was washed with brine, concentrated, and dried (Na2SO4). Purification ...